From a dataset of the Open Reaction Database (ORD), a public repository of structured organic reaction records. describe an organic reaction: reactants, conditions, products, and yield Starting materials: O (water), O=C1NCCC1CC(=O)OCC (Ethyl 2-(2-oxopyrrolidin-3-yl)acetate), C(C1=CC=CC=C1)OC1=CC(=C(C=C1)F)[N+](=O)[O-] (4-(Benzyloxy)-1-fluoro-2-nitrobenzene), [H-].[Na+] (Sodium hydride). Run in CN(C)C=O (DMF). Reaction conditions: temperature 0 celsius. Product: C(C1=CC=CC=C1)OC1=CC(=C(C=C1)N1C(C(CC1)CC(=O)OCC)=O)[N+](=O)[O-] (Ethyl 2-(1-(4-(Benzyloxy)-2-nitrophenyl)-2-oxopyrrolidin-3-yl)acetate). Yield: 26.5%. As a reaction SMILES: [O:1]=[C:2]1[CH:6]([CH2:7][C:8]([O:10][CH2:11][CH3:12])=[O:9])[CH2:5][CH2:4][NH:3]1.[H-].[Na+].[CH2:15]([O:22][C:23]1[CH:28]=[CH:27][C:26](F)=[C:25]([N+:30]([O-:32])=[O:31])[CH:24]=1)[C:16]1[CH:21]=[CH:20][CH:19]=[CH:18][CH:17]=1.O>CN(C=O)C>[CH2:15]([O:22][C:23]1[CH:28]=[CH:27][C:26]([N:3]2[CH2:4][CH2:5][CH:6]([CH2:7][C:8]([O:10][CH2:11][CH3:12])=[O:9])[C:2]2=[O:1])=[C:25]([N+:30]([O-:32])=[O:31])[CH:24]=1)[C:16]1[CH:17]=[CH:18][CH:19]=[CH:20][CH:21]=1 |f:1.2|. Procedure: Ethyl 2-(2-oxopyrrolidin-3-yl)acetate (1.77 g, 10.34 mmol) was dissolved in DMF (20 mL) and cooled to 0° C. Sodium hydride (60% in mineral oil, 0.414 g, 10.34 mmol) was added. After stirring for several min, the reaction was allowed to warm to room temperature and stirred for 10 min. 4-(Benzyloxy)-1-fluoro-2-nitrobenzene (2.56 g, 10.34 mmol) was added and the mixture was stirred at room temperature for 21 h. The reaction was poured into water and acidified to pH 5 with 1.0 M HCL. The aqueous mix... Reactants: C(C)C1=CC(=CC=2N=C(OC(C21)=O)C=2C(=NC=CC2)F)OC (5-Ethyl-2-(2-fluoro-pyridin-3-yl)-7-methoxy-4H-benz[d][1,3]oxazin-4-one), CN([C@@H]1CNCC1)C ((S)-(−)-3-(dimethylamino)-pyrrolidine). The solvent is O1CCOCC1 (1,4-dioxane). The product is CN([C@@H]1CN(CC1)C1=NC=CC=C1C=1OC(C2=C(N1)C=C(C=C2CC)OC)=O)C (2-[2-((S)-3-Dimethylamino-pyrrolidin-1-yl)-pyridin-3-yl]-5-ethyl-7-methoxy-4H-benz[d][1,3]oxazin-4-one). The yield is 70.0%. As a reaction SMILES: [CH2:1]([C:3]1[C:12]2[C:11](=[O:13])[O:10][C:9]([C:14]3[C:15](F)=[N:16][CH:17]=[CH:18][CH:19]=3)=[N:8][C:7]=2[CH:6]=[C:5]([O:21][CH3:22])[CH:4]=1)[CH3:2].[CH3:23][N:24]([CH3:30])[C@H:25]1[CH2:29][CH2:28][NH:27][CH2:26]1>O1CCOCC1>[CH3:23][N:24]([CH3:30])[C@H:25]1[CH2:29][CH2:28][N:27]([C:15]2[C:14]([C:9]3[O:10][C:11](=[O:13])[C:12]4[C:3]([CH2:1][CH3:2])=[CH:4][C:5]([O:21][CH3:22])=[CH:6][C:7]=4[N:8]=3)=[CH:19][CH:18]=[CH:17][N:16]=2)[CH2:26]1. Procedure details: A solution of compound S (13.9 g, 46.4 mmol) in anhydrous 1,4-dioxane (232 mL) was treated with (S)-(−)-3-(dimethylamino)-pyrrolidine (7.50 mL, 60.3 mmol) at 100° C. under N2 for 10 minutes. The solution was concentrated, and the residue was purified using a Biotage 40M amine column using a gradient of 20-50% ethyl acetate/hexanes. The fractions containing compound 132 were combined and concentrated by rotary evaporation, dissolved in acetonitrile:water (1:1, 50 mL), and then lyophilized to affo... Starting materials: C(C1=CC=CC=C1)OC(=O)N1CC(CC1)(C(C)OS(=O)(=O)C)F (3-fluoro-3-(1-methanesulfonyloxyethyl)pyrrolidine-1-carboxylic acid benzyl ester), [N-]=[N+]=[N-].[Na+] (sodium azide). Run in O (water), CN(C=O)C (N,N-dimethylformamide). Conditions: temperature 120 celsius. Yields the product C(C1=CC=CC=C1)OC(=O)N1CC(CC1)(F)C(C)N=[N+]=[N-] (3-(1-Azidoethyl)-3-fluoropyrrolidine-1-carboxylic acid benzyl ester). Isolated yield 76.0%. As a reaction SMILES: [CH2:1]([O:8][C:9]([N:11]1[CH2:15][CH2:14][C:13]([F:23])([CH:16](OS(C)(=O)=O)[CH3:17])[CH2:12]1)=[O:10])[C:2]1[CH:7]=[CH:6][CH:5]=[CH:4][CH:3]=1.[N-:24]=[N+:25]=[N-:26].[Na+]>CN(C)C=O.O>[CH2:1]([O:8][C:9]([N:11]1[CH2:15][CH2:14][C:13]([CH:16]([N:24]=[N+:25]=[N-:26])[CH3:17])([F:23])[CH2:12]1)=[O:10])[C:2]1[CH:7]=[CH:6][CH:5]=[CH:4][CH:3]=1 |f:1.2|. Procedure: To a solution of 3-fluoro-3-(1-methanesulfonyloxyethyl)pyrrolidine-1-carboxylic acid benzyl ester (Example A15, 0.25 g, 0.72 mmol) in N,N-dimethylformamide (5 mL) is added sodium azide (0.13 g, 2 mmol). The reaction mixture is heated at 120° C. overnight. The mixture is diluted with water and extracted with ethyl acetate. The extracts are washed with brine, dried over Na2SO4 and concentrated to afford the title compound (0.160 g). 1H NMR (200 MHz, CDCl3): δ 7.28 (s, 5H), 5.08 (s, 2H), 3.80–3.25 ... The reactants are CC#N, Cl, Nc1ccc(I)cc1F, O=C(O)c1c(F)cc(F)cc1F, [Li], [NH2-]. Product: O=C(O)c1c(F)cc(F)cc1Nc1ccc(I)cc1F. As a reaction SMILES: [CH3:25][C:26]#[N:27].[ClH:24].[F:13][c:14]1[c:15]([NH2:16])[cH:17][cH:18][c:19]([I:21])[cH:20]1.[F:1][c:2]1[c:3]([C:4](=[O:5])[OH:6])[c:7]([F:12])[cH:8][c:9]([F:11])[cH:10]1.[Li:22].[NH2-:23]>>[c:2]1([NH:16][c:15]2[c:14]([F:13])[cH:20][c:19]([I:21])[cH:18][cH:17]2)[c:3]([C:4](=[O:5])[OH:6])[c:7]([F:12])[cH:8][c:9]([F:11])[cH:10]1. The reactants are C(C)(C)(C)OC(=O)NS(OCCNS(=O)(=O)NC(=O)OC(C)(C)C)(=O)=O (2-({[(tert-butoxycarbonyl)amino]sulfonyl}amino)ethyl tert-butoxycarbonylsulfamate), 1/1, FC(C(=O)O)(F)F.ClCCl (trifluoroacetic acid dichloromethane). Run in ClCCl (dichloromethane). Run at temperature 20 celsius, time 4 hour. Yields the product S(N)(OCCNS(=O)(=O)N)(=O)=O (2-[(aminosulfonyl)amino]ethyl sulfamate). Isolated yield 89.3%. As a reaction SMILES: C(OC([NH:8][S:9](=[O:26])(=[O:25])[O:10][CH2:11][CH2:12][NH:13][S:14]([NH:17]C(OC(C)(C)C)=O)(=[O:16])=[O:15])=O)(C)(C)C.FC(F)(F)C(O)=O.ClCCl>ClCCl>[S:9](=[O:26])(=[O:25])([O:10][CH2:11][CH2:12][NH:13][S:14]([NH2:17])(=[O:15])=[O:16])[NH2:8] |f:1.2|. Procedure: To 1.5 g of 2-({[(tert-butoxycarbonyl)amino]sulfonyl}amino)ethyl tert-butoxycarbonylsulfamate in 30 ml of dichloromethane are added 30 ml of a 1/1 trifluoroacetic acid/dichloromethane mixture. After stirring for 4 hours at 20° C., the reaction mixture is concentrated under reduced pressure and taken up 3 times in ether and reevaporated. The white solid is taken up in dichloromethane and filtered under vacuum to give 700 mg of the desired product: 2-[(aminosulfonyl)amino]ethyl sulfamate. Starting materials: O=C([O-])[O-], CCCCCCBr, CN(C)C=O, [K+], [K+], CCOC(=O)C(=NO)C(C)=O. Yields the product CCCCCCON=C(C(C)=O)C(=O)OCC. As a reaction SMILES: [C:12](=[O:13])([O-:14])[O-:15].[CH2:18]([CH2:19][CH2:20][CH2:21][CH2:22][CH3:23])[Br:24].[CH3:25][N:26]([CH3:27])[CH:28]=[O:29].[K+:16].[K+:17].[OH:1][N:2]=[C:3]([C:4](=[O:5])[O:6][CH2:7][CH3:8])[C:9]([CH3:10])=[O:11]>>[O:1]([N:2]=[C:3]([C:4](=[O:5])[O:6][CH2:7][CH3:8])[C:9]([CH3:10])=[O:11])[CH2:18][CH2:19][CH2:20][CH2:21][CH2:22][CH3:23].